From a dataset of the Open Reaction Database (ORD), a public repository of structured organic reaction records. describe an organic reaction: reactants, conditions, products, and yield Starting materials: Nc1nc2ccc(Br)cc2n1-c1ccccn1, CC(=O)OC(C)=O, CN(C)c1ccncc1, ClCCl, c1ccncc1. Product: CC(=O)Nc1nc2ccc(Br)cc2n1-c1ccccn1. As a reaction SMILES: [Br:1][c:2]1[cH:3][cH:4][c:5]2[c:6]([n:7](-[c:11]3[n:12][cH:13][cH:14][cH:15][cH:16]3)[c:8]([NH2:10])[n:9]2)[cH:17]1.[CH3:24][C:25](=[O:26])[O:27][C:28](=[O:29])[CH3:30].[CH3:31][N:32]([c:33]1[cH:34][cH:35][n:36][cH:37][cH:38]1)[CH3:39].[Cl:40][CH2:41][Cl:42].[cH:18]1[cH:19][cH:20][n:21][cH:22][cH:23]1>>[Br:1][c:2]1[cH:3][cH:4][c:5]2[c:6]([n:7](-[c:11]3[n:12][cH:13][cH:14][cH:15][cH:16]3)[c:8]([NH:10][C:25]([CH3:24])=[O:26])[n:9]2)[cH:17]1.